describe an organic reaction: reactants, conditions, products, and yield From a dataset of the Open Reaction Database (ORD), a public repository of structured organic reaction records. Starting materials: ClC=1C(=C(C(=C(C=O)C1)O)C(CCCCCCCCCCC)O)O (5-Chloro-2,4-dihydroxy-3-(1-hydroxydodecyl) benzaldehyde), P(O)(O)(O)=O (phosphoric acid), [Cl-].[Na+] (sodium chloride). Solvent: C(C)(=O)O (acetic acid). Product: ClC=1C(=C(C(=C(C=O)C1)O)C=CCCCCCCCCCC)O (5-chloro-3-(1-dodecenyl)-2,4-dihydroxybenzaldehyde), solid. Isolated yield 84.0%. Reaction SMILES: [Cl:1][C:2]1[C:3]([OH:24])=[C:4]([CH:11](O)[CH2:12][CH2:13][CH2:14][CH2:15][CH2:16][CH2:17][CH2:18][CH2:19][CH2:20][CH2:21][CH3:22])[C:5]([OH:10])=[C:6]([CH:9]=1)[CH:7]=[O:8].P(=O)(O)(O)O.[Cl-].[Na+]>C(O)(=O)C>[Cl:1][C:2]1[C:3]([OH:24])=[C:4]([CH:11]=[CH:12][CH2:13][CH2:14][CH2:15][CH2:16][CH2:17][CH2:18][CH2:19][CH2:20][CH2:21][CH3:22])[C:5]([OH:10])=[C:6]([CH:9]=1)[CH:7]=[O:8] |f:2.3|. Reported procedure: 5-Chloro-2,4-dihydroxy-3-(1-hydroxydodecyl) benzaldehyde (300 mg, 0.84 mmol) was stirred in acetic acid (2 ml) in the presence of 85% phosphoric acid (0.81 ml) at a reflux temperature for one hour. The reaction mixture was cooled to room temperature, added with a saturated sodium chloride solution (20 ml). After extractive workup with ethyl acetate, the crude product was purified by, silica gel column chromatography (hexane:ethyl acetate=10:1) to obtain 5-chloro-3-(1-dodecenyl)-2,4-dihydroxybenz... As a reaction SMILES: [Br:3][c:4]1[c:5]([N:11]=[C:12]2[N:13]([O:17][CH2:18][c:19]3[n:20][cH:21][cH:22][cH:23][cH:24]3)[CH2:14][CH2:15][NH:16]2)[c:6]([Br:10])[cH:7][cH:8][cH:9]1.[C:25](#[N:26])[CH3:27].[CH3:28][OH:29].[ClH:1].[ClH:2]>>[Br:3][c:4]1[c:5]([N:11]=[C:12]2[N:13]([OH:17])[CH2:14][CH2:15][NH:16]2)[c:6]([Br:10])[cH:7][cH:8][cH:9]1.[Cl:1][CH2:18][c:19]1[n:20][cH:21][cH:22][cH:23][cH:24]1. Yields the product ON1CCNC1=Nc1c(Br)cccc1Br, ClCc1ccccn1. Reactants: Brc1cccc(Br)c1N=C1NCCN1OCc1ccccn1, CC#N, CO, Cl, Cl. The product is CC(C)c1cc(C(C)C)nc(O)n1. Reactants: CC(C)c1cc(C(C)C)nc(OC(=O)OC(C)(C)C)n1, ClCCl, O=C(O)C(F)(F)F. As a reaction SMILES: [C:1](=[O:2])([O:3][C:4]([CH3:5])([CH3:6])[CH3:20])[O:7][c:8]1[n:9][c:10]([CH:17]([CH3:18])[CH3:19])[cH:11][c:12]([CH:14]([CH3:15])[CH3:16])[n:13]1.[CH2:28]([Cl:29])[Cl:30].[OH:21][C:22]([C:23]([F:24])([F:25])[F:26])=[O:27]>>[OH:7][c:8]1[n:9][c:10]([CH:17]([CH3:18])[CH3:19])[cH:11][c:12]([CH:14]([CH3:15])[CH3:16])[n:13]1.